Dataset: the Open Reaction Database (ORD), a public repository of structured organic reaction records. Task: describe an organic reaction: reactants, conditions, products, and yield Reactants: COC(=O)CC1CN(Cc2ccc(F)cc2)CCN1C(=O)COc1cc(OC)c(OC)c(OC)c1, CO, CCOC(C)=O, [Li+], [OH-], O. Product: COc1cc(OCC(=O)N2CCN(Cc3ccc(F)cc3)CC2CC(=O)O)cc(OC)c1OC. RXN SMILES: [CH3:1][O:2][c:3]1[cH:4][c:5]([O:6][CH2:7][C:8](=[O:9])[N:10]2[CH:11]([CH2:24][C:25](=[O:26])[O:27][CH3:28])[CH2:12][N:13]([CH2:16][c:17]3[cH:18][cH:19][c:20]([F:23])[cH:21][cH:22]3)[CH2:14][CH2:15]2)[cH:29][c:30]([O:34][CH3:35])[c:31]1[O:32][CH3:33].[CH3:37][OH:38].[CH3:41][CH2:42][O:43][C:44](=[O:45])[CH3:46].[Li+:39].[OH-:40].[OH2:36]>>[CH3:1][O:2][c:3]1[cH:4][c:5]([O:6][CH2:7][C:8](=[O:9])[N:10]2[CH:11]([CH2:24][C:25](=[O:26])[OH:27])[CH2:12][N:13]([CH2:16][c:17]3[cH:18][cH:19][c:20]([F:23])[cH:21][cH:22]3)[CH2:14][CH2:15]2)[cH:29][c:30]([O:34][CH3:35])[c:31]1[O:32][CH3:33]. Starting materials: CC(C)(C)OC(=O)N1CCNCC1, O=C([O-])[O-], CC(=O)[O-], CC(=O)[O-], CCOC(=O)c1cc(Br)ccc1Cl, Cc1ccccc1, [Cs+], [Cs+], [Pd+2]. Yields the product CCOC(=O)c1cc(N2CCN(C(=O)OC(C)(C)C)CC2)ccc1Cl. RXN SMILES: [C:1]([CH3:2])([CH3:3])([CH3:4])[O:5][C:6](=[O:7])[N:8]1[CH2:9][CH2:10][NH:11][CH2:12][CH2:13]1.[C:27](=[O:28])([O-:29])[O-:30].[C:40]([O-:41])(=[O:42])[CH3:43].[C:45]([O-:46])(=[O:47])[CH3:48].[CH2:14]([CH3:15])[O:16][C:17]([c:18]1[cH:19][c:20]([Br:25])[cH:21][cH:22][c:23]1[Cl:24])=[O:26].[CH3:33][c:34]1[cH:35][cH:36][cH:37][cH:38][cH:39]1.[Cs+:31].[Cs+:32].[Pd+2:44]>>[C:1]([CH3:2])([CH3:3])([CH3:4])[O:5][C:6](=[O:7])[N:8]1[CH2:9][CH2:10][N:11]([c:20]2[cH:19][c:18]([C:17]([O:16][CH2:14][CH3:15])=[O:26])[c:23]([Cl:24])[cH:22][cH:21]2)[CH2:12][CH2:13]1. The reactants are CC=1C(=C(C(=C2C(OCC12)=O)OS(=O)(=O)C1=CC=C(C=C1)C)C/C=C(/CCC(=O)OC)\C)C=C (methyl (E) 6-(1,3-dihydro-7-methyl-3-oxo-4-p-toluenesulfonyloxy-6-vinyl isobenzofuran-5-yl)-4-methyl-4-hexenoate), [OH-].[Li+] (lithium hydroxide), S(=O)(=O)(O)[O-].[Na+] (sodium hydrogen sulfate). Solvent: CO (methanol), O (water). Yields the product OC1=C(C(=C2C(OCC2=C1C)=O)OS(=O)(=O)C1=CC=C(C=C1)C)CC=C(CCC(=O)O)C (6-(1,3-dihydro-6-hydroxy-7-methyl-3-oxo-4-p-toluenesulfonyloxyisobenzofuran-5-yl)-4-methyl-4-hexenoic acid). Reaction SMILES: [CH3:1][C:2]1[C:3](C=C)=[C:4]([CH2:23]/[CH:24]=[C:25](\[CH3:32])/[CH2:26][CH2:27][C:28]([O:30]C)=[O:29])[C:5]([O:12][S:13]([C:16]2[CH:21]=[CH:20][C:19]([CH3:22])=[CH:18][CH:17]=2)(=[O:15])=[O:14])=[C:6]2[C:10]=1[CH2:9][O:8][C:7]2=[O:11].[OH-].[Li+].S([O-])(O)(=O)=[O:38].[Na+]>CO.O>[OH:38][C:3]1[C:2]([CH3:1])=[C:10]2[C:6]([C:7](=[O:11])[O:8][CH2:9]2)=[C:5]([O:12][S:13]([C:16]2[CH:17]=[CH:18][C:19]([CH3:22])=[CH:20][CH:21]=2)(=[O:14])=[O:15])[C:4]=1[CH2:23][CH:24]=[C:25]([CH3:32])[CH2:26][CH2:27][C:28]([OH:30])=[O:29] |f:1.2,3.4|. Procedure details: A solution of methyl (E) 6-(1,3-dihydro-7-methyl-3-oxo-4-p-toluenesulfonyloxy-6-vinyl isobenzofuran-5-yl)-4-methyl-4-hexenoate (0.37 g) and lithium hydroxide (0.4 g) in methanol (6 ml) and water (6 ml) was heated at 62° C. for 15 hours. The reaction was acidified with aqueous sodium hydrogen sulfate and extracted with ethyl acetate. The extract was dried and evaporated and the residue chromatographed on silica gel, eluting with ethyl acetate/hexane/acetic acid to give (E) 6-(1,3-dihydro-4-hydrox... The reactants are N1(C=NC=C1)CCC(=O)C1=C(NC2=CC=CC=C12)C (3-(1H-imidazol-yl)-1-(2-methyl-1H-indol-3-yl)-1-propanone), C([O-])([O-])=O.[K+].[K+] (potassium carbonate), IC (iodomethane). The solvent is O (water), CS(=O)C (dimethylsulphoxide). Run at time 1 hour. Product: N1(C=NC=C1)CCC(=O)C1=C(N(C2=CC=CC=C12)C)C (3-(1H-Imidazol-1-yl)-1-(1,2-dimethyl-1H-indol-3-yl)-1-propanone). RXN SMILES: [N:1]1([CH2:6][CH2:7][C:8]([C:10]2[C:18]3[C:13](=[CH:14][CH:15]=[CH:16][CH:17]=3)[NH:12][C:11]=2[CH3:19])=[O:9])[CH:5]=[CH:4][N:3]=[CH:2]1.[C:20](=O)([O-])[O-].[K+].[K+].IC>CS(C)=O.O>[N:1]1([CH2:6][CH2:7][C:8]([C:10]2[C:18]3[C:13](=[CH:14][CH:15]=[CH:16][CH:17]=3)[N:12]([CH3:20])[C:11]=2[CH3:19])=[O:9])[CH:5]=[CH:4][N:3]=[CH:2]1 |f:1.2.3|. Procedure details: A mixture of 3-(1H-imidazol-yl)-1-(2-methyl-1H-indol-3-yl)-1-propanone (148 mg), and potassium carbonate (0.7 g) in dimethylsulphoxide (5 ml) was stirred for 1 h and treated with iodomethane (0.10 g). The mixture was stirred for a further 4 h then diluted with water and extracted with ether (200 ml total). The combined organic extracts were washed with water, dried and evaporated to give the title compound which was crystallised from ethyl acetate to give a solid (80 mg), m.p. 151°-152°; λmax (E... As a reaction SMILES: [CH2:1]([C:4]1[C:13]2[O:12][C:11]([C:14]3[NH:18][N:17]=[N:16][N:15]=3)=[CH:10][C:9](=[O:19])[C:8]=2[C:7]([O:20][CH2:21][CH2:22][CH:23]([CH3:25])[CH3:24])=[CH:6][CH:5]=1)[CH:2]=[CH2:3].[CH2:26]([NH2:28])[CH3:27]>O>[OH2:12].[CH2:14]([NH2:15])[CH3:11].[CH2:1]([C:4]1[C:13]2[O:12][C:11]([C:14]3[NH:15][N:16]=[N:17][N:18]=3)=[CH:10][C:9](=[O:19])[C:8]=2[C:7]([O:20][CH2:21][CH2:22][CH:23]([CH3:25])[CH3:24])=[CH:6][CH:5]=1)[CH:2]=[CH2:3].[OH2:12].[OH2:12].[CH2:1]([C:4]1[C:13]2[O:12][C:11]([C:14]3[NH:15][N:16]=[N:17][N:18]=3)=[CH:10][C:9](=[O:19])[C:8]=2[C:7]([O:20][CH2:21][CH2:22][CH:23]([CH3:25])[CH3:24])=[CH:6][CH:5]=1)[CH:2]=[CH2:3].[CH2:26]([NH2:28])[CH3:27] |f:3.4.5.6.7.8.9|. Solvent: O (water), O (water). Product: O.C(C)N.C(C=C)C1=CC=C(C=2C(C=C(OC21)C2=NN=NN2)=O)OCCC(C)C.O.O.C(C=C)C2=CC=C(C=1C(C=C(OC12)C1=NN=NN1)=O)OCCC(C)C.C(C)N (5-[8-allyl-5-(3-methylbutoxy)-4-oxo-4H-1-benzopyran-2-yl]tetrazole ethylamine salt sesquihydrate). Procedure: 4.7 Parts of 5-[8-allyl-5-(3-methylbutoxy)-4-oxo-4H-1-benzopyran-2-yl]tetrazole andn 0.973 parts by volume of a 70% w/w solution of ethylamine in water were mutually dissolved in 50 parts of water. The resulting solution was freeze-dried to give 5.3 parts of 5-[8-allyl-5-(3-methylbutoxy)-4-oxo-4H-1-benzopyran-2-yl]tetrazole ethylamine salt sesquihydrate as a yellow powder. The reactants are C(C=C)C1=CC=C(C=2C(C=C(OC21)C2=NN=NN2)=O)OCCC(C)C (5-[8-allyl-5-(3-methylbutoxy)-4-oxo-4H-1-benzopyran-2-yl]tetrazole), C(C)N (ethylamine).